From a dataset of the Open Reaction Database (ORD), a public repository of structured organic reaction records. describe an organic reaction: reactants, conditions, products, and yield The reactants are Br, Nc1ccc(-c2c[nH]c(=O)cn2)cc1, Cc1ccc(N=C=O)cc1. The product is Cc1ccc(NC(=O)Nc2ccc(-c3c[nH]c(=O)cn3)cc2)cc1. Reaction SMILES: [BrH:25].[NH2:11][c:12]1[cH:13][cH:14][c:15](-[c:18]2[n:19][cH:20][c:21](=[O:24])[nH:22][cH:23]2)[cH:16][cH:17]1.[c:1]1([CH3:10])[cH:2][cH:3][c:4]([N:7]=[C:8]=[O:9])[cH:5][cH:6]1>>[c:1]1([CH3:10])[cH:2][cH:3][c:4]([NH:7][C:8](=[O:9])[NH:11][c:12]2[cH:13][cH:14][c:15](-[c:18]3[n:19][cH:20][c:21](=[O:24])[nH:22][cH:23]3)[cH:16][cH:17]2)[cH:5][cH:6]1. Starting materials: ClC1=C(C(=CC=C1)Cl)N1C(N(C2=NC(=NC=C2C1)NC1=CC=CC=C1)C1=CC(=CC=C1)CCN1C(C=2C(C1=O)=CC=CC2)=O)=O (3-(2,6-dichlorophenyl)-7-anilino-3,4-dihydro-1-[3-(2-phthalimidoethyl)phenyl]pyrimido[4,5-d]pyrimidin-2(1H)-one), O.NN (hydrazine hydrate). The solvent is C(C)O (ethanol). Yields the product NCCC=1C=C(C=CC1)N1C(N(CC=2C1=NC(=NC2)NC2=CC=CC=C2)C2=C(C=CC=C2Cl)Cl)=O (1-[3-(2-aminoethyl)phenyl]-7-anilino-3-(2,6-dichlorophenyl)-3,4-dihydropyrimido[4,5-d]pyrimidin-2(1H)-one). Isolated yield 47.5%. As a reaction SMILES: [Cl:1][C:2]1[CH:7]=[CH:6][CH:5]=[C:4]([Cl:8])[C:3]=1[N:9]1[CH2:18][C:17]2[C:12](=[N:13][C:14]([NH:19][C:20]3[CH:25]=[CH:24][CH:23]=[CH:22][CH:21]=3)=[N:15][CH:16]=2)[N:11]([C:26]2[CH:31]=[CH:30][CH:29]=[C:28]([CH2:32][CH2:33][N:34]3C(=O)C4=CC=CC=C4C3=O)[CH:27]=2)[C:10]1=[O:45].O.NN>C(O)C>[NH2:34][CH2:33][CH2:32][C:28]1[CH:27]=[C:26]([N:11]2[C:12]3=[N:13][C:14]([NH:19][C:20]4[CH:21]=[CH:22][CH:23]=[CH:24][CH:25]=4)=[N:15][CH:16]=[C:17]3[CH2:18][N:9]([C:3]3[C:2]([Cl:1])=[CH:7][CH:6]=[CH:5][C:4]=3[Cl:8])[C:10]2=[O:45])[CH:31]=[CH:30][CH:29]=1 |f:1.2|. Procedure: A solution of 30 mg (0.05 mmol) of 3-(2,6-dichlorophenyl)-7-anilino-3,4-dihydro-1-[3-(2-phthalimidoethyl)phenyl]pyrimido[4,5-d]pyrimidin-2(1H)-one in 5 ml of ethanol was treated with 0.02 ml of hydrazine hydrate. After 5 hours the mixture was evaporated and 10 ml of dichloromethane were added to the residue. The resulting suspension was filtered and the filtrate was evaporated. The residue was subjected to column chromatography on silica gel using dichloromethane/methanol/acetic acid/water (240:... Reactants: C(CCCCC)O (hexan-1-ol), C[Si](Cl)(C)C (trimethylchlorosilane), C[Si](NCCN[Si](C)(C)C)(C)C (N,N'-bis(trimethylsilyl)ethlenediamine). The solvent is ClCCl (dichloromethane). Yields the product C(CCCCC)O[Si](C)(C)C (hexanoxytrimethylsilane). Isolated yield 59.0%. As a reaction SMILES: [CH2:1]([OH:7])[CH2:2][CH2:3][CH2:4][CH2:5][CH3:6].[CH3:8][Si:9]([CH3:12])([CH3:11])Cl.C[Si](C)(C)NCCN[Si](C)(C)C>ClCCl>[CH2:1]([O:7][Si:9]([CH3:12])([CH3:11])[CH3:8])[CH2:2][CH2:3][CH2:4][CH2:5][CH3:6]. Reported procedure: To hexan-1-ol (5.1 g, 0.05 mole) in dichloromethane (50 ml) were added trimethylchlorosilane (1.81 g, 0.0166 mole) and N,N'-bis(trimethylsilyl)ethlenediamine (3.44 g, 0.0166 mole). The mixture was stirred under reflux for 30 minutes, filtered and the solvent removed. The residue, hexanoxytrimethylsilane, was obtained in 59% yield (5.15 g).